Dataset: the Open Reaction Database (ORD), a public repository of structured organic reaction records. Task: describe an organic reaction: reactants, conditions, products, and yield Reactants: COc1ccc(CO)c(OC)c1OC, BrP(Br)Br. The product is COc1ccc(CBr)c(OC)c1OC. Reaction SMILES: [OH:1][CH2:2][c:3]1[c:4]([O:13][CH3:14])[c:5]([O:11][CH3:12])[c:6]([O:9][CH3:10])[cH:7][cH:8]1.[P:15]([Br:16])([Br:17])[Br:18]>>[CH2:2]([c:3]1[c:4]([O:13][CH3:14])[c:5]([O:11][CH3:12])[c:6]([O:9][CH3:10])[cH:7][cH:8]1)[Br:16]. Reactants: ClC1=NC=C(C=C1)C (2-chloro-5-methylpyridine), O.NN (hydrazine hydrate). The solvent is C(C)OCCO (ethylene glycol monoethyl ether). The product is N(N)C1=NC=C(C=C1)C (2-Hydrazino-5-methylpyridine). As a reaction SMILES: Cl[C:2]1[CH:7]=[CH:6][C:5]([CH3:8])=[CH:4][N:3]=1.O.[NH2:10][NH2:11]>C(OCCO)C>[NH:10]([C:2]1[CH:7]=[CH:6][C:5]([CH3:8])=[CH:4][N:3]=1)[NH2:11] |f:1.2|. Reported procedure: 1.0 g (7.8 mmol) 2-chloro-5-methylpyridine are stirred under reflux in 5.7 ml (5.9 g, 117.6 mmol) hydrazine hydrate for 12 h. 10 ml ethylene glycol monoethyl ether are added to the cooled reaction mixture and the solvent is then removed completely on a rotary evaporator. This working step is repeated twice, methylene chloride is then added to the residue, the precipitate is filtered off, the filtrate is concentrated in vacuo and the residue is dried in vacuo. Starting materials: C(C)(=O)[O-].[Na+] (sodium acetate), [H][H] (hydrogen), ClC(C(=O)OCC)CC(F)(F)Cl (ethyl 2,4-dichloro-4,4-difluorobutyrate), [H][H] (hydrogen). Reagents/catalysts: [Pt] (platinum/carbon). Run in C(C)O (ethanol). The product is ClC(CCC(=O)OCC)(F)F (ethyl 4-chloro-4,4-difluorobutyrate). Isolated yield 75.0%. Reaction SMILES: Cl[CH:2]([CH2:8][C:9]([Cl:12])([F:11])[F:10])[C:3]([O:5][CH2:6][CH3:7])=[O:4].C([O-])(=O)C.[Na+].[H][H]>C(O)C.[Pt]>[Cl:12][C:9]([F:10])([F:11])[CH2:8][CH2:2][C:3]([O:5][CH2:6][CH3:7])=[O:4] |f:1.2|. Procedure: 22.1 g of ethyl 2,4-dichloro-4,4-difluorobutyrate are dissolved in 200 ml of absolute ethanol. 8.2 g of anhydrous sodium acetate and 2.0 g of 5% platinum/carbon catalyst are added and then gaseous hydrogen is passed in under atmospheric pressure until the hydrogen uptake is 100% of theory. The catalyst is removed by filtration and the ethanol is removed by distillation and then the remaining oil is poured onto water, and the organic phase is separated off, dried with sodium sulfate, filtered and... Starting materials: O=C([O-])[O-], CC(C)=O, CCI, [K+], [K+], O=[N+]([O-])O, O=[N+]([O-])c1ccc2c(c1)CCNCC2. Yields the product CCN1CCc2ccc([N+](=O)[O-])cc2CC1. RXN SMILES: [C:19](=[O:20])([O-:21])[O-:22].[CH3:28][C:29](=[O:30])[CH3:31].[I:25][CH2:26][CH3:27].[K+:23].[K+:24].[N+:1]([O-:2])([OH:3])=[O:4].[N+:5](=[O:6])([O-:7])[c:8]1[cH:9][c:10]2[c:11]([cH:17][cH:18]1)[CH2:12][CH2:13][NH:14][CH2:15][CH2:16]2>>[N+:5](=[O:6])([O-:7])[c:8]1[cH:9][c:10]2[c:11]([cH:17][cH:18]1)[CH2:12][CH2:13][N:14]([CH2:26][CH3:27])[CH2:15][CH2:16]2.